This data is from the Open Reaction Database (ORD), a public repository of structured organic reaction records. The task is: describe an organic reaction: reactants, conditions, products, and yield Reactants: COC(=O)c1ccn(-c2cccc3ncccc23)c1, [Li+], C1CCOC1, [OH-], O, O. Product: O=C(O)c1ccn(-c2cccc3ncccc23)c1. As a reaction SMILES: [CH3:5][O:6][C:7](=[O:8])[c:9]1[cH:10][n:11](-[c:14]2[c:15]3[cH:16][cH:17][cH:18][n:19][c:20]3[cH:21][cH:22][cH:23]2)[cH:12][cH:13]1.[Li+:3].[O:24]1[CH2:25][CH2:26][CH2:27][CH2:28]1.[OH-:2].[OH2:1].[OH2:4]>>[O:6]=[C:7]([OH:8])[c:9]1[cH:10][n:11](-[c:14]2[c:15]3[cH:16][cH:17][cH:18][n:19][c:20]3[cH:21][cH:22][cH:23]2)[cH:12][cH:13]1. Starting materials: C(C)(=O)N1C(C(C2=CC=CC=C12)=C(C1=CC=CC=C1)OCC)=O (1-acetyl-3-(1-ethoxy-1-phenyl-methylidene)-2-indolinone), N1(CCCCC1)CC(=O)N(C)C1=CC=C(N)C=C1 (4-(N-piperidinomethylcarbonyl-N-methyl-amino)-aniline), [OH-].[Na+] (sodium hydroxide). Run in CN(C)C=O (DMF), CO (methanol). Yields the product N1(CCCCC1)CC(=O)N(C)C1=CC=C(C=C1)N\C(\C1=CC=CC=C1)=C\1/C(NC2=CC=CC=C12)=O ((Z)-3-{1-[4-(N-piperidinomethylcarbonyl-N-methyl-amino)-phenylamino]-1-phenyl-methylidene}-2-indolinone). RXN SMILES: C([N:4]1[C:12]2[C:7](=[CH:8][CH:9]=[CH:10][CH:11]=2)[C:6](=[C:13](OCC)[C:14]2[CH:19]=[CH:18][CH:17]=[CH:16][CH:15]=2)[C:5]1=[O:23])(=O)C.[N:24]1([CH2:30][C:31]([N:33]([C:35]2[CH:41]=[CH:40][C:38]([NH2:39])=[CH:37][CH:36]=2)[CH3:34])=[O:32])[CH2:29][CH2:28][CH2:27][CH2:26][CH2:25]1.[OH-].[Na+]>CN(C=O)C.CO>[N:24]1([CH2:30][C:31]([N:33]([C:35]2[CH:36]=[CH:37][C:38]([NH:39]/[C:13](=[C:6]3\[C:5](=[O:23])[NH:4][C:12]4[C:7]\3=[CH:8][CH:9]=[CH:10][CH:11]=4)/[C:14]3[CH:15]=[CH:16][CH:17]=[CH:18][CH:19]=3)=[CH:40][CH:41]=2)[CH3:34])=[O:32])[CH2:29][CH2:28][CH2:27][CH2:26][CH2:25]1 |f:2.3|. Procedure details: Prepared analogously to Example 43 from 1-acetyl-3-(1-ethoxy-1-phenyl-methylidene)-2-indolinone and 4-(N-piperidinomethylcarbonyl-N-methyl-amino)-aniline in DMF and subsequent treatment with sodium hydroxide solution in methanol. Starting materials: COc1cccc(C(=O)N2CCC3(CC2)NC(Cc2ccccc2)C(=O)N3Cc2ccccc2)c1, C[Si](C)(C)Cl, CCC(C)=O, O. The product is COc1cccc(C(=O)N2CCC3(CC2)NC(Cc2ccccc2)C(=O)N3Cc2ccccc2)c1, Cl. As a reaction SMILES: [CH2:1]([c:2]1[cH:3][cH:4][cH:5][cH:6][cH:7]1)[N:8]1[C:9](=[O:35])[CH:10]([CH2:28][c:29]2[cH:30][cH:31][cH:32][cH:33][cH:34]2)[NH:11][C:12]12[CH2:13][CH2:14][N:15]([C:18]([c:19]1[cH:20][c:21]([O:25][CH3:26])[cH:22][cH:23][cH:24]1)=[O:27])[CH2:16][CH2:17]2.[CH3:37][Si:38]([CH3:39])([CH3:40])[Cl:41].[CH3:42][C:43]([CH2:44][CH3:45])=[O:46].[OH2:36]>>[CH2:1]([c:2]1[cH:3][cH:4][cH:5][cH:6][cH:7]1)[N:8]1[C:9](=[O:35])[CH:10]([CH2:28][c:29]2[cH:30][cH:31][cH:32][cH:33][cH:34]2)[NH:11][C:12]12[CH2:13][CH2:14][N:15]([C:18]([c:19]1[cH:20][c:21]([O:25][CH3:26])[cH:22][cH:23][cH:24]1)=[O:27])[CH2:16][CH2:17]2.[ClH:41]. The reactants are C(C)(=O)C1=CC(=C(C=C1)CC(=O)OCC1=CC=C(C=C1)[N+](=O)[O-])NC(=O)OCC=C (4-nitrobenzyl (4-acetyl-2-{[(allyloxy)carbonyl]amino}phenyl)acetate), C[Si](C)(C)OS(=O)(=O)C(F)(F)F (trifluoromethanesulfonic acid trimethylsilyl ester), C(C)(=O)O[C@H]1NC([C@@H]1[C@@H](C)O[Si](C)(C)C(C)(C)C)=O ((2R,3R)-3-((1R)-1-{[tert-butyl(dimethyl)silyl]oxy}ethyl)-4-oxo-2-azetidinyl acetate), S(=O)(=O)(O)[O-].[K+] (potassium hydrogensulfate), C(C)(=O)O[C@H]1NC([C@@H]1[C@@H](C)O[Si](C)(C)C(C)(C)C)=O ((2R,3R)-3-((1R)-1-{[tert-butyl(dimethyl)silyl]oxy}ethyl)-4-oxo-2-azetidinyl acetate). Reagents/catalysts: [I-].[Zn+2].[I-] (zinc iodide). Solvent: ClCCl (dichloromethane), C(C)N(CC)CC (triethylamine), [Cl-].[Na+].O (brine), CCOCC (ether). Run at time 1 hour. The product is C(C=C)OC(=O)NC1=C(C=CC(=C1)C(C[C@H]1NC([C@@H]1[C@@H](C)O[Si](C)(C)C(C)(C)C)=O)=O)CC(=O)OCC1=CC=C(C=C1)[N+](=O)[O-] (4-Nitrobenzyl (2-{[(allyloxy)carbonyl]amino}-4-{[(2R,3S)-3-((1R)-1-{[tert-butyl(dimethyl)silyl]oxy}ethyl)-4-oxoazetidin-2-yl]acetyl}phenyl)acetate). Isolated yield 73.5%. Reaction SMILES: [C:1]([C:4]1[CH:9]=[CH:8][C:7]([CH2:10][C:11]([O:13][CH2:14][C:15]2[CH:20]=[CH:19][C:18]([N+:21]([O-:23])=[O:22])=[CH:17][CH:16]=2)=[O:12])=[C:6]([NH:24][C:25]([O:27][CH2:28][CH:29]=[CH2:30])=[O:26])[CH:5]=1)(=[O:3])[CH3:2].C[Si](OS(C(F)(F)F)(=O)=O)(C)C.C([O:46][C@@H:47]1[C@@H:50]([C@H:51]([O:53][Si:54]([C:57]([CH3:60])([CH3:59])[CH3:58])([CH3:56])[CH3:55])[CH3:52])[C:49](=O)[NH:48]1)(=O)C.S([O-])(O)(=O)=O.[K+]>ClCCl.[Cl-].[Na+].O.[I-].[Zn+2].[I-].CCOCC.C(N(CC)CC)C>[CH2:28]([O:27][C:25]([NH:24][C:6]1[CH:5]=[C:4]([C:1](=[O:3])[CH2:2][C@@H:49]2[C@@H:50]([C@H:51]([O:53][Si:54]([C:57]([CH3:60])([CH3:59])[CH3:58])([CH3:55])[CH3:56])[CH3:52])[C:47](=[O:46])[NH:48]2)[CH:9]=[CH:8][C:7]=1[CH2:10][C:11]([O:13][CH2:14][C:15]1[CH:20]=[CH:19][C:18]([N+:21]([O-:23])=[O:22])=[CH:17][CH:16]=1)=[O:12])=[O:26])[CH:29]=[CH2:30] |f:3.4,6.7.8,9.10.11|. Procedure details: To 4-nitrobenzyl (4-acetyl-2-{[(allyloxy)carbonyl]amino}phenyl)acetate (10.0 g) and triethylamine (8.2 mL) in dichloromethane (100 mL) was dropped at 0° C. trifluoromethanesulfonic acid trimethylsilyl ester (11.9 g). After detecting the production of silylenol ether by TLC, (2R,3R)-3-((1R)-1-{[tert-butyl(dimethyl)silyl]oxy}ethyl)-4-oxo-2-azetidinyl acetate (6.98 g) and zinc iodide (4.65 g) were added thereto at 0° C. After stirring for 1 hour, further (2R,3R)-3-((1R)-1-{[tert-butyl(dimethyl)sily...